Dataset: the Open Reaction Database (ORD), a public repository of structured organic reaction records. Task: describe an organic reaction: reactants, conditions, products, and yield Starting materials: OC(=O)C(F)(F)F.N[C@@H]1[C@@H](CCCC1)NC=1C=C(C(=NC1)C(N)=O)NC1=CC=C(C(=N1)C)C(=O)O (6-[(5-{[(1R,2S)-2-aminocyclohexyl]amino}-2-carbamoylpyridin-3-yl)amino]-2-methylpyridine-3-carboxylic acid TFA salt), CNC (dimethylamine), CCN(C(C)C)C(C)C (N,N′-diisopropylethylamine), CCCP1(=O)OP(=O)(OP(=O)(O1)CCC)CCC (1-propanephosphonic acid cyclic anhydride). The solvent is CN(C)C=O (DMF). Run at time 2 hour. Product: C(N)(=O)C1=C(C=C(C=N1)N[C@H]1[C@H](CCCC1)NC(OC(C)(C)C)=O)NC1=NC(=C(C=C1)C(N(C)C)=O)C (tert-butyl {(1S,2R)-2-[(6-carbamoyl-5-{[5-(dimethylcarbamoyl)-6-methylpyridin-2-yl]amino}pyridin-3-yl)amino]cyclohexyl}carbamate). Reaction SMILES: [OH:1][C:2](C(F)(F)F)=[O:3].[NH2:8][C@H:9]1[CH2:14][CH2:13][CH2:12][CH2:11][C@H:10]1[NH:15][C:16]1[CH:17]=[C:18]([NH:25][C:26]2[N:31]=[C:30]([CH3:32])[C:29]([C:33](O)=[O:34])=[CH:28][CH:27]=2)[C:19]([C:22](=[O:24])[NH2:23])=[N:20][CH:21]=1.[CH3:36][NH:37][CH3:38].CCN([CH:45]([CH3:47])[CH3:46])C(C)C.[CH3:48]CCP1(OP(CCC)(=O)OP(CCC)(=O)O1)=O>CN(C=O)C>[C:22]([C:19]1[N:20]=[CH:21][C:16]([NH:15][C@@H:10]2[CH2:11][CH2:12][CH2:13][CH2:14][C@@H:9]2[NH:8][C:2](=[O:1])[O:3][C:45]([CH3:47])([CH3:48])[CH3:46])=[CH:17][C:18]=1[NH:25][C:26]1[CH:27]=[CH:28][C:29]([C:33](=[O:34])[N:37]([CH3:38])[CH3:36])=[C:30]([CH3:32])[N:31]=1)(=[O:24])[NH2:23] |f:0.1|. Procedure details: To a solution of 6-{[5-({(1R,2S)-2-[(tert-butoxycarbonyl)amino]cyclohexyl}amino)-2-carbamoylpyridin-3-yl]amino}-2-methylpyridine-3-carboxylic acid (from Step 4 of Example 16) (45 mg, 0.093 mmol), dimethylamine (2.0 M in methanol, 0.093 mL, 0.19 mmol) and N,N′-diisopropylethylamine (0.032 mL, 0.19 mmol) in DMF (1 mL) was added dropwise 1-propanephosphonic acid cyclic anhydride (50% in ethyl acetate, 0.065 mL, 0.11 mmol) at 0° C. The reaction mixture was stirred for 2 hours while warming to room t... The reactants are C(CCCCCCCCCCCCCCCCC)N.C(C)O.C(C)O (diethanol octadecyl amine), C([O-])(O)=O.[Na+] (sodium bicarbonate), CCl (Methyl chloride). The solvent is C(C)(C)O (isopropyl alcohol). Reaction conditions: temperature 100 celsius. Product: [Cl-].C[NH2+]CCCCCCCCCCCCCCCCCC.C(C)O.C(C)O (Diethanol methyl octadecyl ammonium chloride). Reaction SMILES: [CH2:1]([NH2:19])[CH2:2][CH2:3][CH2:4][CH2:5][CH2:6][CH2:7][CH2:8][CH2:9][CH2:10][CH2:11][CH2:12][CH2:13][CH2:14][CH2:15][CH2:16][CH2:17][CH3:18].[CH2:20]([OH:22])[CH3:21].[CH2:23]([OH:25])[CH3:24].C(=O)(O)[O-].[Na+].C[Cl:32]>C(O)(C)C>[Cl-:32].[CH3:20][NH2+:19][CH2:1][CH2:2][CH2:3][CH2:4][CH2:5][CH2:6][CH2:7][CH2:8][CH2:9][CH2:10][CH2:11][CH2:12][CH2:13][CH2:14][CH2:15][CH2:16][CH2:17][CH3:18].[CH2:23]([OH:25])[CH3:24].[CH2:20]([OH:22])[CH3:21] |f:0.1.2,3.4,7.8.9.10|. Reported procedure: A 2-liter autoclave was charged with 858.3 gm. (2.4 mol) diethanol octadecyl amine, 20 gm. sodium bicarbonate and 420 ml. isopropyl alcohol. The temperature was raised to 100° C. Methyl chloride was introduced and was added periodically until the pressure remained constant (65 psig) for one hour.